This data is from the Open Reaction Database (ORD), a public repository of structured organic reaction records. The task is: describe an organic reaction: reactants, conditions, products, and yield The reactants are N1N=CC(=C1)B(O)O (4-pyrazoleboronic acid), C([O-])([O-])=O.[Na+].[Na+] (sodium carbonate), BrC=1N(N=C2C1N=C(C=1C=C(C=CC21)I)C2=C(C=CC=C2F)F)COCC[Si](C)(C)C (3-bromo-5-(2,6-difluorophenyl)-2-(2-trimethylsilanylethoxymethyl)-7-iodo-2H-pyrazolo[4,3-c]isoquinoline), O1CCOCC1 (1,4-dioxane). Reagents/catalysts: C=1C=CC(=CC1)[P](C=2C=CC=CC2)(C=3C=CC=CC3)[Pd]([P](C=4C=CC=CC4)(C=5C=CC=CC5)C=6C=CC=CC6)([P](C=7C=CC=CC7)(C=8C=CC=CC8)C=9C=CC=CC9)[P](C=1C=CC=CC1)(C=1C=CC=CC1)C=1C=CC=CC1 (Pd(PPh3)4). The solvent is O (water). Yields the product BrC=1N(N=C2C1N=C(C=1C=C(C=CC21)C=2C=NNC2)C2=C(C=CC=C2F)F)COCC[Si](C)(C)C (3-bromo-5-(2,6-difluorophenyl)-7-(1H-pyrazol-4-yl)-2-{[2-(trimethylsilyl)ethoxy]methyl}-2H-pyrazolo[4,3-c]isoquinoline). Yield: 44.0%. RXN SMILES: [Br:1][C:2]1[N:3]([CH2:24][O:25][CH2:26][CH2:27][Si:28]([CH3:31])([CH3:30])[CH3:29])[N:4]=[C:5]2[C:14]3[CH:13]=[CH:12][C:11](I)=[CH:10][C:9]=3[C:8]([C:16]3[C:21]([F:22])=[CH:20][CH:19]=[CH:18][C:17]=3[F:23])=[N:7][C:6]=12.O1CCOCC1.[NH:38]1[CH:42]=[C:41](B(O)O)[CH:40]=[N:39]1.C(=O)([O-])[O-].[Na+].[Na+]>C1C=CC([P]([Pd]([P](C2C=CC=CC=2)(C2C=CC=CC=2)C2C=CC=CC=2)([P](C2C=CC=CC=2)(C2C=CC=CC=2)C2C=CC=CC=2)[P](C2C=CC=CC=2)(C2C=CC=CC=2)C2C=CC=CC=2)(C2C=CC=CC=2)C2C=CC=CC=2)=CC=1.O>[Br:1][C:2]1[N:3]([CH2:24][O:25][CH2:26][CH2:27][Si:28]([CH3:31])([CH3:30])[CH3:29])[N:4]=[C:5]2[C:14]3[CH:13]=[CH:12][C:11]([C:41]4[CH:42]=[N:38][NH:39][CH:40]=4)=[CH:10][C:9]=3[C:8]([C:16]3[C:21]([F:22])=[CH:20][CH:19]=[CH:18][C:17]=3[F:23])=[N:7][C:6]=12 |f:3.4.5,^1:55,57,76,95|. Reported procedure: 342 mg of 3-bromo-5-(2,6-difluorophenyl)-2-(2-trimethylsilanylethoxymethyl)-7-iodo-2H-pyrazolo[4,3-c]isoquinoline are introduced into 13 ml of 1,4-dioxane. 74 mg of 4-pyrazoleboronic acid, 77 mg of Pd(PPh3)4 and 165 mg of sodium carbonate are added. The mixture is heated at reflux for 4 h 30 min. After cooling, the mixture is poured into water, extracted with AcOEt, washed with saturated NaCl solution, dried over MgSO4, filtered and concentrated under RP. The product is purified by flash chromat... Reactants: C1(=CC=CC=C1)C (toluene), C1(=CC=CC=C1)B(O)O (benzeneboronic acid), C([O-])([O-])=O.[Na+].[Na+] (sodium carbonate), BrC=1C=C(OCC(CCC=2C=NC=CC2)O)C=CC1 ((±)-1-(3-bromophenoxy)-4-(3-pyridyl)-2-butanol). The reagents and catalysts are C=1C=CC(=CC1)[P](C=2C=CC=CC2)(C=3C=CC=CC3)[Pd]([P](C=4C=CC=CC4)(C=5C=CC=CC5)C=6C=CC=CC6)([P](C=7C=CC=CC7)(C=8C=CC=CC8)C=9C=CC=CC9)[P](C=1C=CC=CC1)(C=1C=CC=CC1)C=1C=CC=CC1 (tetrakis(triphenylphosphine)palladium(0)). The solvent is C(C)O (ethanol). Product: C1(=CC(=CC=C1)OCC(CCC=1C=NC=CC1)O)C1=CC=CC=C1 ((±)-1-(biphenyl-3-yloxy)-4-(3-pyridyl)-2-butanol). RXN SMILES: [C:1]1(C)[CH:6]=[CH:5][CH:4]=[CH:3][CH:2]=1.C(=O)([O-])[O-].[Na+].[Na+].Br[C:15]1[CH:16]=[C:17]([CH:30]=[CH:31][CH:32]=1)[O:18][CH2:19][CH:20]([OH:29])[CH2:21][CH2:22][C:23]1[CH:24]=[N:25][CH:26]=[CH:27][CH:28]=1.C1(B(O)O)C=CC=CC=1>C1C=CC([P]([Pd]([P](C2C=CC=CC=2)(C2C=CC=CC=2)C2C=CC=CC=2)([P](C2C=CC=CC=2)(C2C=CC=CC=2)C2C=CC=CC=2)[P](C2C=CC=CC=2)(C2C=CC=CC=2)C2C=CC=CC=2)(C2C=CC=CC=2)C2C=CC=CC=2)=CC=1.C(O)C>[C:15]1([C:1]2[CH:6]=[CH:5][CH:4]=[CH:3][CH:2]=2)[CH:32]=[CH:31][CH:30]=[C:17]([O:18][CH2:19][CH:20]([OH:29])[CH2:21][CH2:22][C:23]2[CH:24]=[N:25][CH:26]=[CH:27][CH:28]=2)[CH:16]=1 |f:1.2.3,^1:45,47,66,85|. Procedure details: Prepared according to the method described in Example 33a) from toluene (5 ml), aqueous sodium carbonate (2 M, 1 ml), (±)-1-(3-bromophenoxy)-4-(3-pyridyl)-2-butanol (0.25 g), ethanol (1 ml), benzeneboronic acid (0.14 g) and tetrakis(triphenylphosphine)palladium(0) (30 mg) with heating at reflux for 4 hours. The residue obtained after work up was purified by column chromatography over silica eluting with ethyl acetate to give (±)-1-(biphenyl-3-yloxy)-4-(3-pyridyl)-2-butanol as a colourless oil (0... Reactants: FC1=CC(=C(C=C1F)NC(C)=O)[N+](=O)[O-] (N-(4,5-difluoro-2-nitrophenyl)acetamide), ice water. Run in Cl (hydrochloric acid), C(C)O (ethanol). The product is FC1=CC(=C(N)C=C1F)[N+](=O)[O-] (4,5-Difluoro-2-nitroaniline). Isolated yield 94.3%. RXN SMILES: [F:1][C:2]1[C:7]([F:8])=[CH:6][C:5]([NH:9]C(=O)C)=[C:4]([N+:13]([O-:15])=[O:14])[CH:3]=1>Cl.C(O)C>[F:1][C:2]1[C:7]([F:8])=[CH:6][C:5]([NH2:9])=[C:4]([N+:13]([O-:15])=[O:14])[CH:3]=1. Procedure details: A solution of N-(4,5-difluoro-2-nitrophenyl)acetamide (70 g) in concentrated hydrochloric acid (110 ml) and ethanol (440 ml) was refluxed for 2 hours. The reaction mixture was poured into ice water (1.5 liter) and the resulting precipitate was collected by filtration and washed with chilled water sufficiently to give the title compound (53.2 g) as yellow prisms, mp 109°-109.5° C. Reactants: CC(C)(C)OC(=O)N1CC(O)C(F)C1, ClCCl. Reaction SMILES: [C:1]([CH3:2])([CH3:3])([CH3:4])[O:5][C:6](=[O:7])[N:8]1[CH2:9][CH:10]([F:14])[CH:11]([OH:13])[CH2:12]1.[Cl:15][CH2:16][Cl:17]>>[C:1]([CH3:2])([CH3:3])([CH3:4])[O:5][C:6](=[O:7])[N:8]1[CH2:9][CH:10]([F:14])[C:11](=[O:13])[CH2:12]1. Yields the product CC(C)(C)OC(=O)N1CC(=O)C(F)C1. Reactants: Brc1cncc2ccccc12, [Li]CCCC, CCCCCC, CCO, CN(C)C=O, [Cl-], [Cl-], [NH4+], [Na+], C1CCOC1. Product: O=Cc1cncc2ccccc12. As a reaction SMILES: [Br:6][c:7]1[cH:8][n:9][cH:10][c:11]2[cH:12][cH:13][cH:14][cH:15][c:16]12.[CH2:1]([Li:2])[CH2:3][CH2:4][CH3:5].[CH3:26][CH2:27][CH2:28][CH2:29][CH2:30][CH3:31].[CH3:32][CH2:33][OH:34].[CH3:35][N:36]([CH3:37])[CH:38]=[O:39].[Cl-:17].[Cl-:20].[NH4+:18].[Na+:19].[O:21]1[CH2:22][CH2:25][CH2:24][CH2:23]1>>[c:7]1([CH:22]=[O:21])[cH:8][n:9][cH:10][c:11]2[cH:12][cH:13][cH:14][cH:15][c:16]12. Reactants: C(C1=CC=CC=C1)(=O)NCC1=C(C=C(C=C1)OC)OC (N-benzoyl-2,4-dimethoxybenzylamine). The solvent is FC(C(=O)O)(F)F (trifluoroacetic acid). Run at temperature 20 celsius, time 1 hour. Yields the product C(C1=CC=CC=C1)(=O)NCC1=CC=CC=C1 (benzoylbenzylamine). As a reaction SMILES: [C:1]([NH:9][CH2:10][C:11]1[CH:16]=[CH:15][C:14](OC)=[CH:13][C:12]=1OC)(=[O:8])[C:2]1[CH:7]=[CH:6][CH:5]=[CH:4][CH:3]=1>FC(F)(F)C(O)=O>[C:1]([NH:9][CH2:10][C:11]1[CH:16]=[CH:15][CH:14]=[CH:13][CH:12]=1)(=[O:8])[C:2]1[CH:3]=[CH:4][CH:5]=[CH:6][CH:7]=1. Reported procedure: N-benzoyl-2,4-dimethoxybenzylamine (100 mg, 0.37 mmol) was dissolved in 1 ml 95% (v/v) trifluoroacetic acid (TFA) and stirred for 1 h at 20° C. TFA was removed by blowing with N2 and the residue suspended in methanol (1 ml). The reaction mixture was analyzed by TLC using CH2Cl2 /MeOH/AcOH (85:10:5) as eluent and the generated benzamide was determined quantitatively by HPLC using benzamide standard chromatograms. The reactants are CS(=O)(=O)c1nccc(Oc2ccc(NC(=O)c3cc(F)cc(N4CCCCC4)c3)c3ccccc23)n1, C1CC2(CCN1)OCCO2. The product is O=C(Nc1ccc(Oc2ccnc(N3CCC4(CC3)OCCO4)n2)c2ccccc12)c1cc(F)cc(N2CCCCC2)c1. RXN SMILES: [F:1][c:2]1[cH:3][c:4]([C:5](=[O:6])[NH:7][c:8]2[cH:9][cH:10][c:11]([O:18][c:19]3[n:20][c:21]([S:25]([CH3:26])(=[O:27])=[O:28])[n:22][cH:23][cH:24]3)[c:12]3[cH:13][cH:14][cH:15][cH:16][c:17]23)[cH:29][c:30]([N:32]2[CH2:33][CH2:34][CH2:35][CH2:36][CH2:37]2)[cH:31]1.[O:38]1[CH2:39][CH2:40][O:41][C:42]12[CH2:43][CH2:44][NH:45][CH2:46][CH2:47]2>>[F:1][c:2]1[cH:3][c:4]([C:5](=[O:6])[NH:7][c:8]2[cH:9][cH:10][c:11]([O:18][c:19]3[n:20][c:21]([N:45]4[CH2:44][CH2:43][C:42]5([O:38][CH2:39][CH2:40][O:41]5)[CH2:47][CH2:46]4)[n:22][cH:23][cH:24]3)[c:12]3[cH:13][cH:14][cH:15][cH:16][c:17]23)[cH:29][c:30]([N:32]2[CH2:33][CH2:34][CH2:35][CH2:36][CH2:37]2)[cH:31]1. Reactants: C(C)(C)N1N=CC=2C1=NC=C(C2NN)C(=O)OCC (1-isopropyl-4-hydrazino-1H-pyrazolo[3,4-b]pyridine-5-carboxylic acid, ethyl ester), N1CCOCC1 (morpholine), C(C)OC=NC#N (ethoxymethylene cyanamide), ClC1=NC=2N(C3=C1C=NC1=C3C=NN1C(C)C)N=C(N2)CC (5-chloro-2-ethyl-8-isopropyl-8H-pyrazolo[4',3':5,6]pyrido[3,4-e][1,2,4]triazolo[1,5-a]pyrimidine), C(C)C1=NN2C(NC(C3=C2C2=C(N=C3)N(N=C2)C(C)C)=O)=N1 (2-ethyl-8-isopropyl-4H-pyrazolo[4',3':5,6]pyrido[3,4-e][1,2,4]triazolo[1,5-a]pyrimidin-5(8H)-one), C(C)N1N=CC=2C1=NC=C(C2NN)C(=O)OCC (1-ethyl-4-hydrazino-1H-pyrazolo[3,4-b]pyridine-5-carboxylic acid, ethyl ester), C(C)OC(CC)=NC#N (1-ethoxypropylidene cyanamide), CN(CCCN)C (3-dimethylaminopropylamine). The product is C(C)C1=NN2C(N=C(C3=C2C2=C(N=C3)N(N=C2)C(C)C)N2CCOCC2)=N1 (2-Ethyl-8-isopropyl-5-morpholino-8H-pyrazolo[4',3':5,6]pyrido[3,4-e][1,2,4]triazolo[1,5-a]pyrimidine). Reaction SMILES: [CH:1]([N:4]1[C:8]2=[N:9][CH:10]=[C:11]([C:15](OCC)=O)[C:12]([NH:13][NH2:14])=[C:7]2[CH:6]=[N:5]1)([CH3:3])[CH3:2].C([N:22]1[C:26]2=[N:27][CH:28]=[C:29]([C:33](OCC)=O)C(NN)=C2C=N1)C.C(OC(=NC#N)CC)C.C(OC=NC#N)C.[NH:54]1[CH2:59][CH2:58][O:57][CH2:56][CH2:55]1.CN(C)CCCN.C(C1N=C2NC(=O)C3C=NC4N(C(C)C)N=CC=4C=3N2N=1)C.ClC1C2C=NC3N(C(C)C)N=CC=3C=2N2N=C(CC)N=C2N=1>>[CH2:29]([C:28]1[N:27]=[C:26]2[N:22]=[C:15]([N:54]3[CH2:59][CH2:58][O:57][CH2:56][CH2:55]3)[C:11]3[CH:10]=[N:9][C:8]4[N:4]([CH:1]([CH3:2])[CH3:3])[N:5]=[CH:6][C:7]=4[C:12]=3[N:13]2[N:14]=1)[CH3:33]. Procedure: By substituting 1-isopropyl-4-hydrazino-1H-pyrazolo[3,4-b]pyridine-5-carboxylic acid, ethyl ester for the 1-ethyl-4-hydrazino-1H-pyrazolo[3,4-b]pyridine-5-carboxylic acid, ethyl ester and 1-ethoxypropylidene cyanamide for the ethoxymethylene cyanamide in part a and morpholine for the 3-dimethylaminopropylamine in part c of the procedure of Example 1, 2-ethyl-8-isopropyl-4H-pyrazolo[4',3':5,6]pyrido[3,4-e][1,2,4]triazolo[1,5-a]pyrimidin-5(8H)-one, 5-chloro-2-ethyl-8-isopropyl-8H-pyrazolo[4',3':5,... Starting materials: C(C)(C)(C)OC(=O)N1C[C@@H](C[C@@H](C1)C(=O)OC)C(=O)O ((3R*,5S*)-1-(tert-butoxycarbonyl)-5-(methoxycarbonyl)piperidine-3-carboxylic acid), C1(=CC=CC=C1)[C@H](C)N ((S)-(−)-1-phenylethylamine). Solvent: C(C)O (ethanol). Run at temperature 70 celsius. The product is C(C)(C)(C)OC(=O)N1C[C@H](C[C@H](C1)C(=O)OC)C(=O)O ((3S,5R)-1-(tert-butoxycarbonyl)-5-(methoxycarbonyl)piperidine-3-carboxylic acid). The yield is 14.9%. As a reaction SMILES: [C:1]([O:5][C:6]([N:8]1[CH2:13][C@@H:12]([C:14]([O:16][CH3:17])=[O:15])[CH2:11][C@@H:10]([C:18]([OH:20])=[O:19])[CH2:9]1)=[O:7])([CH3:4])([CH3:3])[CH3:2].C1([C@@H](N)C)C=CC=CC=1>C(O)C>[C:1]([O:5][C:6]([N:8]1[CH2:13][C@H:12]([C:14]([O:16][CH3:17])=[O:15])[CH2:11][C@H:10]([C:18]([OH:20])=[O:19])[CH2:9]1)=[O:7])([CH3:4])([CH3:2])[CH3:3]. Reported procedure: A mixture of (3R*,5S*)-1-(tert-butoxycarbonyl)-5-(methoxycarbonyl)piperidine-3-carboxylic acid (6.16 g), (S)-(−)-1-phenylethylamine (2.60 g) and ethanol (24 ml) was dissolved by heating to 70° C. and recrystallization was conducted. The precipitated crystals were collected by filtration, dissolved again in ethanol (7 ml) and recrystallization was carried out. The precipitated crystals were collected by filtration, and suspended in water. The suspension was acidified with saturated aqueous potass... The reactants are C(C)(C)(C)OC(=O)ON=C(C#N)C1=CC=CC=C1 (2-(tert-butoxycarbonyloxyimino)-2-phenylacetonitrile), NCCCN (1,3-diaminopropane). Solvent: C(C)(=O)OCC (ethyl acetate). Reaction conditions: temperature 0 celsius, time 4 hour. Yields the product C(C)(C)(C)OC(=O)C(CCN)(N)C(=O)OC(C)(C)C (Mono-t-butyloxycarbonyl (BOC) 1,3-propanediamine), C(C)(C)(C)OC(=O)C(CCN)N (mono-tert-butyloxycarbonyl-1,3-diaminopropane). RXN SMILES: [C:1]([O:5][C:6]([O:8]N=C(C1C=CC=CC=1)C#N)=[O:7])([CH3:4])([CH3:3])[CH3:2].[NH2:19][CH2:20][CH2:21][CH2:22][NH2:23]>C(OCC)(=O)C>[C:1]([O:5][C:6]([C:22]([C:6]([O:5][C:1]([CH3:2])([CH3:3])[CH3:4])=[O:8])([NH2:23])[CH2:21][CH2:20][NH2:19])=[O:7])([CH3:4])([CH3:3])[CH3:2].[C:1]([O:5][C:6]([CH:22]([NH2:23])[CH2:21][CH2:20][NH2:19])=[O:7])([CH3:4])([CH3:3])[CH3:2]. Procedure details: Mono-t-butyloxycarbonyl (BOC) 1,3-propanediamine was prepared as follows. 2-(tert-butoxycarbonyloxyimino)-2-phenylacetonitrile (18 g, 73 mmol) was added portionwise over 10 minutes to a solution of 1,3-diaminopropane (12.5 g, 184 mmol) in 100 mL of tetrahydrofiran cooled to 0° C. After four hours at 0° C. the reaction was allowed to warm to 25° C. for two hours. The reaction was diluted with 150 mL of ethyl acetate and washed twice with 100 mL of saturated aqueous sodium chloride. The organic ph...